This data is from the Open Reaction Database (ORD), a public repository of structured organic reaction records. The task is: describe an organic reaction: reactants, conditions, products, and yield Reactants: BrCC(=O)C1=CC=CC=C1 (2-bromoacetophenone), OC1=CC=C(C(=S)N)C=C1 (4-hydroxy-thiobenzamide). Run in C(C)O (ethanol). Conditions: temperature 35 celsius, time 1 hour. The product is C1(=CC=CC=C1)C=1N=C(SC1)C1=CC=C(C=C1)O (4-(4-Phenyl-thiazol-2-yl)-phenol), solid. Isolated yield 78.0%. Reaction SMILES: Br[CH2:2][C:3]([C:5]1[CH:10]=[CH:9][CH:8]=[CH:7][CH:6]=1)=O.[OH:11][C:12]1[CH:20]=[CH:19][C:15]([C:16]([NH2:18])=[S:17])=[CH:14][CH:13]=1>C(O)C>[C:5]1([C:3]2[N:18]=[C:16]([C:15]3[CH:19]=[CH:20][C:12]([OH:11])=[CH:13][CH:14]=3)[S:17][CH:2]=2)[CH:10]=[CH:9][CH:8]=[CH:7][CH:6]=1. Reported procedure: In a round-bottomed flask, 2-bromoacetophenone (520 mg, 2.61 mmol) and 4-hydroxy-thiobenzamide (400 mg, 2.61 mmol) were dissolved in ethanol (10 ml), and the resulting solution was heated to reflux. After about one hour, the reaction was cooled to about 35° C. and was allowed to stir for about an additional twelve hours. The reaction mixture was then concentrated in vacuo to an oil, the residue redissolved in ethyl acetate and methylene chloride, and extracted with saturated aqueous sodium bicar... Reactants: C(C)OC(=O)N=C1SC(CN1C1=CC(=CC=C1)C(F)(F)F)CBr (2-ethoxycarbonylimino-3-(3-trifluoromethylphenyl)-5-bromomethylthiazolidine), CC(C)([O-])C.[K+] (potassium t-butoxide). Solvent: C(C)(C)(C)O (t-butanol). Yields the product C(C)OC(=O)N=C1SC(=CN1C1=CC(=CC=C1)C(F)(F)F)C (2-ethoxycarbonylimino-3-(3-trifluoromethylphenyl)-5-methylthiazoline). Yield: 64.0%. Reaction SMILES: [CH2:1]([O:3][C:4]([N:6]=[C:7]1[N:11]([C:12]2[CH:17]=[CH:16][CH:15]=[C:14]([C:18]([F:21])([F:20])[F:19])[CH:13]=2)[CH2:10][CH:9]([CH2:22]Br)[S:8]1)=[O:5])[CH3:2].CC(C)([O-])C.[K+]>C(O)(C)(C)C>[CH2:1]([O:3][C:4]([N:6]=[C:7]1[N:11]([C:12]2[CH:17]=[CH:16][CH:15]=[C:14]([C:18]([F:20])([F:21])[F:19])[CH:13]=2)[CH:10]=[C:9]([CH3:22])[S:8]1)=[O:5])[CH3:2] |f:1.2|. Procedure details: A solution of 2-ethoxycarbonylimino-3-(3-trifluoromethylphenyl)-5-bromomethylthiazolidine (0.7 g) and potassium t-butoxide (0.25 g) in t-butanol (30 ml) was refluxed for 5 hours. After removal of the solvent under reduced pressure, the concentrated residue was extracted with chlorofom (100 ml), washed with water and dried over anhydrous magnesium sulfate. The solvent was removed under reduced pressure,-and the residue was subjected to column chromatography to give 0.36 g of 2-ethoxycarbonylimino...